Dataset: the Open Reaction Database (ORD), a public repository of structured organic reaction records. Task: describe an organic reaction: reactants, conditions, products, and yield Starting materials: Br (HBr), COC1=CC(=C(C=N1)C(CC)O)C (1-(6-methoxy-4-methyl-pyridin-3-yl)-propan-1-ol), C(=O)([O-])[O-].[Na+].[Na+] (Na2CO3). The reagents and catalysts are [Cu](Br)Br (copper (II) bromide). Solvent: CCOC(=O)C (EtOAc). Reaction conditions: temperature 70 celsius. Product: BrC(C(=O)C=1C=NC(=CC1C)OC)C (2-bromo-1-(6-methoxy-4-methyl-pyridin-3-yl)-propan-1-one). RXN SMILES: [BrH:1].[CH3:2][O:3][C:4]1[N:9]=[CH:8][C:7]([CH:10]([OH:13])[CH2:11][CH3:12])=[C:6]([CH3:14])[CH:5]=1.C([O-])([O-])=O.[Na+].[Na+]>CCOC(C)=O.[Cu](Br)Br>[Br:1][CH:11]([CH3:12])[C:10]([C:7]1[CH:8]=[N:9][C:4]([O:3][CH3:2])=[CH:5][C:6]=1[CH3:14])=[O:13] |f:2.3.4|. Reported procedure: To a stirred suspension of copper (II) bromide (499 mg, 2.23 mmol, 2 eq.) in EtOAc is added HBr (33% in acetic acid, 0.368 ml, 2.25 mmol, 2 eq.) followed by 1-(6-methoxy-4-methyl-pyridin-3-yl)-propan-1-ol (200 mg, 1.12 mmol, 1 eq.). The mixture is heated at 70° C. for 12 hrs. After cooling to RT the mixture is poured into 2M Na2CO3 (50 ml) and extracted with EtOAc (2×50 ml). The combined extracts are washed successively with 2M Na2CO3, water and brine, dried over MgSO4, filtered, and concentrate... Reactants: resultant mixture, N1=CC(=CC=C1)C(=O)C1=C(C=CC=C1)Cl (o-chlorophenyl 3-pyridyl ketone), S(O)(O)(=O)=O (sulfuric acid), [N+](=O)(O)[O-] (nitric acid), S(O)(O)(=O)=O (sulfuric acid), [OH-].[NH4+] (ammonium hydroxide). The product is ClC1=C(C(=O)C=2C=NC=CC2)C=C(C=C1)[N+](=O)[O-] (3-(2-Chloro-5-nitrobenzoyl)pyridine). Yield: 94.2%. RXN SMILES: [N:1]1[CH:6]=[CH:5][CH:4]=[C:3]([C:7]([C:9]2[CH:14]=[CH:13][CH:12]=[CH:11][C:10]=2[Cl:15])=[O:8])[CH:2]=1.S(=O)(=O)(O)O.[N+:21]([O-])([OH:23])=[O:22].[OH-].[NH4+]>>[Cl:15][C:10]1[CH:11]=[CH:12][C:13]([N+:21]([O-:23])=[O:22])=[CH:14][C:9]=1[C:7]([C:3]1[CH:2]=[N:1][CH:6]=[CH:5][CH:4]=1)=[O:8] |f:3.4|. Procedure: To a mixture of o-chlorophenyl 3-pyridyl ketone (10.0 g, 0.460 mol) and concentrated sulfuric acid at 0° C. is added dropwise a mixture of 90% nitric acid (2.40 ml) and concentrated sulfuric acid (6.0 ml). The resultant mixture is stirred one hour at 0° C., poured onto ice and neutralized with 30% ammonium hydroxide. Filtration and drying affords the title compound as a solid (11.4 g, 94.2%) which is identified by mass spectral analysis. Starting materials: O1C(CCCC1)O[C@H](CCC=O)CCCCC ((4S)-4-(2-tetrahydropyranyloxy)-nonanal), [BH4-].[Na+] (sodium borohydride), Cl (hydrochloric acid). Run in COCCOCCOC (diglyme). Run at time 4 hour. Product: O1C(CCCC1)O[C@H](CCCO)CCCCC ((4S)-4-(2-tetrahydropyranyloxy)-1-nonanol). As a reaction SMILES: [O:1]1[CH2:6][CH2:5][CH2:4][CH2:3][CH:2]1[O:7][C@@H:8]([CH2:13][CH2:14][CH2:15][CH2:16][CH3:17])[CH2:9][CH2:10][CH:11]=[O:12].[BH4-].[Na+].Cl>COCCOCCOC>[O:1]1[CH2:6][CH2:5][CH2:4][CH2:3][CH:2]1[O:7][C@@H:8]([CH2:13][CH2:14][CH2:15][CH2:16][CH3:17])[CH2:9][CH2:10][CH2:11][OH:12] |f:1.2|. Procedure: A solution of (4S)-4-(2-tetrahydropyranyloxy)-nonanal (43.5 g., 0.18 mole) in diglyme (125 ml.) is treated with sodium borohydride (3.8 g., 0.10 mole). The temperature rises to 45° with the resulting exothermic reaction. The solution is stirred 4 hours, acidified with concentrated hydrochloric acid, and concentrated on the rotary evaporator. Water is added to the residue and the oily product is taken up in ether; washed with water and brine and dried over sodium sulfate. Evaporation of the ether... Starting materials: C(C)OC(=O)C1=NC(=CC=C1NC=1N(N=C(C1)C1CC1)C)C (3-(5-Cyclopropyl-2-methyl-2H-pyrazol-3-ylamino)-6-methyl-pyridine-2-carboxylic acid ethyl ester), NC1=NC(=C(C=C1)F)C (2-Amino-5-fluoro-6-methylpyridine). The product is FC=1C=CC(=NC1C)NC(=O)C1=NC(=CC=C1NC=1N(N=C(C1)C1CC1)C)C (3-(5-Cyclopropyl-2-methyl-2H-pyrazol-3-ylamino)-6-methyl-pyridine-2-carboxylic acid (5-fluoro-6-methyl-pyridin-2-yl)-amide). Reaction SMILES: C(O[C:4]([C:6]1[C:11]([NH:12][C:13]2[N:14]([CH3:21])[N:15]=[C:16]([CH:18]3[CH2:20][CH2:19]3)[CH:17]=2)=[CH:10][CH:9]=[C:8]([CH3:22])[N:7]=1)=[O:5])C.[NH2:23][C:24]1[CH:29]=[CH:28][C:27]([F:30])=[C:26]([CH3:31])[N:25]=1>>[F:30][C:27]1[CH:28]=[CH:29][C:24]([NH:23][C:4]([C:6]2[C:11]([NH:12][C:13]3[N:14]([CH3:21])[N:15]=[C:16]([CH:18]4[CH2:19][CH2:20]4)[CH:17]=3)=[CH:10][CH:9]=[C:8]([CH3:22])[N:7]=2)=[O:5])=[N:25][C:26]=1[CH3:31]. Reported procedure: The title compound, was prepared from 3-(5-Cyclopropyl-2-methyl-2H-pyrazol-3-ylamino)-6-methyl-pyridine-2-carboxylic acid ethyl ester and 2-Amino-5-fluoro-6-methylpyridine in accordance with the general method of Example 78, step 2 to yield the final compound as a yellow cristalline solid, MS (ISP): m/e=381.4 (M+H+). The reactants are C1(C=CC=C1)CC1(COC1)C (3-Cyclopentadienylmethyl-3-methyloxetane), Br (HBr). Solvent: C1CCOC1 (THF). Run at temperature -70 celsius, time 2 hour. Yields the product BrCC(CO)(C)CC1C=CC=C1 (2-Bromomethyl-2-cyclopentadienylmethyl-1-propanol). Reaction SMILES: [CH:1]1([CH2:6][C:7]2([CH3:11])[CH2:10][O:9][CH2:8]2)[CH:5]=[CH:4][CH:3]=[CH:2]1.[BrH:12]>C1COCC1>[Br:12][CH2:8][C:7]([CH2:6][CH:1]1[CH:5]=[CH:4][CH:3]=[CH:2]1)([CH3:11])[CH2:10][OH:9]. Reported procedure: In a 500 ml Schlenk tube (8 cm diameter), 4.5 g (30 mmol) of 2 were dissolved in 150 ml of THF and cooled to -70° C. An aqueous solution of HBr was added dropwise over a period of 5 minutes and the solution was stirred further for 2 hours at this temperature. After removing the cooling bath, the solution thawed to -15° C. over a period of 1.5 hours. The reaction solution was hydrolyzed at this temperature by addition of 40 ml of 10% strength sodium hydroxide solution and was stirred for 1 hour w...